This data is from the Open Reaction Database (ORD), a public repository of structured organic reaction records. The task is: describe an organic reaction: reactants, conditions, products, and yield The reactants are NC1=CC=C(C=N1)OC1=C2C(=NC=C1)C=C(S2)C2=CC=C(C(=O)NC)C=C2 (4-(7-(6-aminopyridin-3-yloxy)thieno[3,2-b]pyridin-2-yl)-N-methyl-benzamide), FC1=CC=C(C=C1)NC(=O)C1(CC1)C(=O)F (1-((4-fluorophenyl)carbamoyl)cyclopropanecarbonyl fluoride), CC#N (CH3CN). The product is FC1=CC=C(C=C1)N(C(=O)C1(CC1)C(=O)N)C1=NC=C(C=C1)OC1=C2C(=NC=C1)C=C(S2)C2=CC=C(C=C2)C(NC)=O (N-(4-fluorophenyl)-N-(5-(2-(4-(methylcarbamoyl)phenyl)thieno[3,2-b]pyridin-7-yloxy)pyridin-2-yl)cyclopropane-1,1-dicarboxamide). Isolated yield 11.0%. As a reaction SMILES: N[C:2]1[N:7]=[CH:6][C:5]([O:8][C:9]2[CH:14]=[CH:13][N:12]=[C:11]3[CH:15]=[C:16]([C:18]4[CH:27]=[CH:26][C:21]([C:22]([NH:24][CH3:25])=[O:23])=[CH:20][CH:19]=4)[S:17][C:10]=23)=[CH:4][CH:3]=1.[F:28][C:29]1[CH:34]=[CH:33][C:32]([NH:35][C:36]([C:38]2([C:41](F)=[O:42])[CH2:40][CH2:39]2)=[O:37])=[CH:31][CH:30]=1.CC#[N:46]>>[F:28][C:29]1[CH:34]=[CH:33][C:32]([N:35]([C:2]2[CH:3]=[CH:4][C:5]([O:8][C:9]3[CH:14]=[CH:13][N:12]=[C:11]4[CH:15]=[C:16]([C:18]5[CH:27]=[CH:26][C:21]([C:22](=[O:23])[NH:24][CH3:25])=[CH:20][CH:19]=5)[S:17][C:10]=34)=[CH:6][N:7]=2)[C:36]([C:38]2([C:41]([NH2:46])=[O:42])[CH2:40][CH2:39]2)=[O:37])=[CH:31][CH:30]=1. Procedure details: A stirred mixture of 4-(7-(6-aminopyridin-3-yloxy)thieno[3,2-b]pyridin-2-yl)-N-methyl-benzamide (11 mg, 0.029 mmol) and 1-((4-fluorophenyl)carbamoyl)cyclopropanecarbonyl fluoride (9.9 mg, 0.044 mmol), in CH3CN (0.5 mL) was heated at 100° C. for 3 hours. After cooling to room temperature, the mixture was partitioned between EtOAc (5 mL) and 1:1 saturated aqueous NaHCO3/water (5 mL). The phases were separated, and the aqueous phase was re-extracted with EtOAc (2×5 mL). The combined organic phases ... Starting materials: Cl.C1(CC1)COC1=C(C=CC(=C1)OC)C1=C2C(=NC=C1)C(=C(N2)C)C(=O)NC2CCNCC2 (7-[2-(cyclopropylmethoxy)-4-methoxyphenyl]-2-methyl-N-(piperidin-4-yl)-1H-pyrrolo[3,2-b]pyridine-3-carboxamide hydrochloride), C(C)(=O)O[C@H](C(=O)Cl)C ((2S)-1-chloro-1-oxopropan-2-yl acetate). The product is C1(CC1)COC1=C(C=CC(=C1)OC)C1=C2C(=NC=C1)C(=C(N2)C)C(=O)NC2CCN(CC2)C([C@H](C)O)=O (7-[2-(Cyclopropylmethoxy)-4-methoxyphenyl]-N-{1-[(2S)-2-hydroxypropanoyl]piperidin-4-yl}-2-methyl-1H-pyrrolo[3,2-b]pyridine-3-carboxamide). Reaction SMILES: Cl.[CH:2]1([CH2:5][O:6][C:7]2[CH:12]=[C:11]([O:13][CH3:14])[CH:10]=[CH:9][C:8]=2[C:15]2[CH:20]=[CH:19][N:18]=[C:17]3[C:21]([C:25]([NH:27][CH:28]4[CH2:33][CH2:32][NH:31][CH2:30][CH2:29]4)=[O:26])=[C:22]([CH3:24])[NH:23][C:16]=23)[CH2:4][CH2:3]1.C([O:37][C@@H:38]([CH3:42])[C:39](Cl)=[O:40])(=O)C>>[CH:2]1([CH2:5][O:6][C:7]2[CH:12]=[C:11]([O:13][CH3:14])[CH:10]=[CH:9][C:8]=2[C:15]2[CH:20]=[CH:19][N:18]=[C:17]3[C:21]([C:25]([NH:27][CH:28]4[CH2:29][CH2:30][N:31]([C:39](=[O:40])[C@@H:38]([OH:37])[CH3:42])[CH2:32][CH2:33]4)=[O:26])=[C:22]([CH3:24])[NH:23][C:16]=23)[CH2:4][CH2:3]1 |f:0.1|. Procedure: Starting from 7-[2-(cyclopropylmethoxy)-4-methoxyphenyl]-2-methyl-N-(piperidin-4-yl)-1H-pyrrolo[3,2-b]pyridine-3-carboxamide hydrochloride (example D.f11) and commercially available (2S)-1-chloro-1-oxopropan-2-yl acetate the title compound is obtained as colorless solid. Starting materials: C(C)OC(CNC(=O)OCC1=CC=CC=C1)=O (N-benzyloxycarbonylglycine ethyl ester), ice, C(CC(O)(C(=O)O)CC(=O)O)(=O)O (citric acid), C(C=C)(=O)OCC (Ethyl acrylate), [H-].[Na+] (sodium hydride). The solvent is C1(=CC=CC=C1)C (toluene), C(C)(=O)OCC (ethyl acetate). Run at time 10 minute. Product: C(C1=CC=CC=C1)OC(=O)N1CC(C(C1)C(=O)OCC)=O (1-Benzyloxycarbonyl-4-ethoxycarbonyl-3-oxopyrrolidine). RXN SMILES: [C:1]([O:5][CH2:6][CH3:7])(=[O:4])[CH:2]=[CH2:3].C(O[C:11](=[O:24])[CH2:12][NH:13][C:14]([O:16][CH2:17][C:18]1[CH:23]=[CH:22][CH:21]=[CH:20][CH:19]=1)=[O:15])C.[H-].[Na+].C(O)(=O)CC(CC(O)=O)(C(O)=O)O>C(OCC)(=O)C.C1(C)C=CC=CC=1>[CH2:17]([O:16][C:14]([N:13]1[CH2:3][CH:2]([C:1]([O:5][CH2:6][CH3:7])=[O:4])[C:11](=[O:24])[CH2:12]1)=[O:15])[C:18]1[CH:19]=[CH:20][CH:21]=[CH:22][CH:23]=1 |f:2.3|. Reported procedure: Ethyl acrylate (65.01 ml, 600.0 mmol) was added to a toluene (1,200 ml) solution containing N-benzyloxycarbonylglycine ethyl ester (156.3 g, 600.0 mmol) and then, under ice-cooling, sodium hydride (60% oil; 26.40 g, 660.0 mmol) was added thereto. After 10 minutes of stirring at the same temperature, the ice bath was taken off, and the mixture was stirred at room temperature for 20 minutes and then at 50° C. for 3 hours. After completion of the reaction, and under ice-cooling, the reaction soluti... Starting materials: ClC=1C=CC=2N(N1)C(=CN2)CO ((6-chloro-imidazo[1,2-b]pyridazin-3-yl)-methanol). Solvent: C(Cl)Cl (DCM). The reagents and catalysts are O=[Mn]=O (MnO2). Product: ClC=1C=CC=2N(N1)C(=CN2)C=O (6-chloro-imidazo[1,2-b]pyridazine-3-carbaldehyde). Run at time 8 hour. As a reaction SMILES: [Cl:1][C:2]1[CH:3]=[CH:4][C:5]2[N:6]([C:8]([CH2:11][OH:12])=[CH:9][N:10]=2)[N:7]=1>C(Cl)Cl.O=[Mn]=O>[Cl:1][C:2]1[CH:3]=[CH:4][C:5]2[N:6]([C:8]([CH:11]=[O:12])=[CH:9][N:10]=2)[N:7]=1. Procedure: To a solution of (6-chloro-imidazo[1,2-b]pyridazin-3-yl)-methanol (1.3 g, 7.1 mmol) in DCM (50 mL) was added active MnO2 (3 g, 34.5 mmol). The mixture was stirred at rt overnight and then filtered. The filtrate was concentrated under vacuum and the residue was washed with EtOAc to afford 6-chloro-imidazo[1,2-b]pyridazine-3-carbaldehyde (0.7 g) in 54% yield. 1H-NMR (400 MHz, CDCl3) δ 10.36 (s, 1H), 8.42 (s, 1H), 8.08 (d, 1H), 7.38 (d, 1H). The yield is 54.3%. The reactants are Brc1ccc(OCc2ccccc2)c(C2CCCC2)c1, [Li]CCCC, Cl, CN(C)C=O, C1CCOC1. The product is O=Cc1ccc(OCc2ccccc2)c(C2CCCC2)c1. As a reaction SMILES: [CH2:1]([c:2]1[cH:3][cH:4][cH:5][cH:6][cH:7]1)[O:8][c:9]1[c:10]([CH:16]2[CH2:17][CH2:18][CH2:19][CH2:20]2)[cH:11][c:12]([Br:15])[cH:13][cH:14]1.[CH3:21][CH2:22][CH2:23][CH2:24][Li:25].[ClH:31].[O:26]=[CH:27][N:28]([CH3:29])[CH3:30].[O:32]1[CH2:33][CH2:34][CH2:35][CH2:36]1>>[CH2:1]([c:2]1[cH:3][cH:4][cH:5][cH:6][cH:7]1)[O:8][c:9]1[c:10]([CH:16]2[CH2:17][CH2:18][CH2:19][CH2:20]2)[cH:11][c:12]([CH:27]=[O:26])[cH:13][cH:14]1. Reactants: C(C)(C)(C)OC(=O)N1[C@@H](C[C@@H](C1)CN)C(=O)N1CSCC1 ((2S, 4R)-4-Aminomethyl-2-(thiazolidine-3-carbonyl)-pyrrolidine-1-carboxylic acid tert-butyl ester), C(C)(C)N(C(C)C)CC (N,N-diisopropylethylamine), ClC(=O)OC1=CC=CC=C1 (phenyl chloroformate). The solvent is C1CCOC1 (THF). Conditions: time 8 hour. Product: C1(=CC=CC=C1)OC(NC[C@@H]1CN[C@@H](C1)C(=O)N1CSCC1)=O ((3S, 5S)-[5-(Thiazolidine-3-carbonyl)-pyrrolidin-3-ylmethyl]-carbamic acid phenyl ester). RXN SMILES: C(OC([N:8]1[CH2:12][C@@H:11]([CH2:13][NH2:14])[CH2:10][C@H:9]1[C:15]([N:17]1[CH2:21][CH2:20][S:19][CH2:18]1)=[O:16])=O)(C)(C)C.C(N(CC)C(C)C)(C)C.Cl[C:32]([O:34][C:35]1[CH:40]=[CH:39][CH:38]=[CH:37][CH:36]=1)=[O:33]>C1COCC1>[C:35]1([O:34][C:32](=[O:33])[NH:14][CH2:13][C@H:11]2[CH2:10][C@@H:9]([C:15]([N:17]3[CH2:21][CH2:20][S:19][CH2:18]3)=[O:16])[NH:8][CH2:12]2)[CH:40]=[CH:39][CH:38]=[CH:37][CH:36]=1. Procedure: To a solution of Example 17D (32 mg, 0.1 mmol) in anhydrous THF (5 mL) was added N,N-diisopropylethylamine (0.035 mL, 0.2 mmol), followed by phenyl chloroformate (17.22 mg, 0.11 mmol). The mixture was stirred for 8 hours at room temperature and concentrated under reduced pressure. The residue was taken up in anhydrous dichloromethane (3 mL) and trifluoracetic acid (0.075 mL) in dichloromethane (0.075 mL) were added. The mixture was stirred for 5 hours at room temperature, concentrated under redu... Starting materials: C1CCOC1, COC(=O)CCCCCCC(=O)O, CCOC(C)=O, NCC(O)c1ccccc1, On1nnc2ccccc21. The product is COC(=O)CCCCCCC(=O)NCC(O)c1ccccc1. As a reaction SMILES: [CH2:34]1[O:35][CH2:36][CH2:37][CH2:38]1.[CH3:11][O:12][C:13]([CH2:14][CH2:15][CH2:16][CH2:17][CH2:18][CH2:19][C:20](=[O:21])[OH:22])=[O:23].[CH3:39][CH2:40][O:41][C:42](=[O:43])[CH3:44].[NH2:1][CH2:2][CH:3]([OH:4])[c:5]1[cH:6][cH:7][cH:8][cH:9][cH:10]1.[OH:24][n:25]1[c:26]2[cH:27][cH:28][cH:29][cH:30][c:31]2[n:32][n:33]1>>[NH:1]([CH2:2][CH:3]([OH:4])[c:5]1[cH:6][cH:7][cH:8][cH:9][cH:10]1)[C:20]([CH2:19][CH2:18][CH2:17][CH2:16][CH2:15][CH2:14][C:13]([O:12][CH3:11])=[O:23])=[O:21]. Reactants: BrC=1C=C(C=C(C1OCC1=CC=C(C=C1)[N+](=O)[O-])OC(C)C)C1C(=C(NC=2CC(CC(C12)=O)CCC)C)C#N (4-[3-Bromo-5-isopropoxy-4-(4-nitro-benzyloxy)-phenyl]-2-methyl-5-oxo-7-propyl-1,4,5,6,7,8-hexahydro-quinoline-3-carbonitrile), C(C)(=O)O (acetic acid). The reagents and catalysts are [Zn] (zinc). Solvent: C1CCOC1 (THF). Reaction conditions: time 2 hour. Product: BrC=1C=C(C=C(C1O)OC(C)C)C1C(=C(NC=2CC(CC(C12)=O)CCC)C)C#N (4-(3-Bromo-4-hydroxy-5-isopropoxy-phenyl)-2-methyl-5-oxo-7-propyl-1,4,5,6,-7,8-hexahydro-quinoline-3-carbonitrile). Reaction SMILES: [Br:1][C:2]1[CH:3]=[C:4]([CH:23]2[C:32]3[C:31](=[O:33])[CH2:30][CH:29]([CH2:34][CH2:35][CH3:36])[CH2:28][C:27]=3[NH:26][C:25]([CH3:37])=[C:24]2[C:38]#[N:39])[CH:5]=[C:6]([O:19][CH:20]([CH3:22])[CH3:21])[C:7]=1[O:8]CC1C=CC([N+]([O-])=O)=CC=1.C(O)(=O)C>C1COCC1.[Zn]>[Br:1][C:2]1[CH:3]=[C:4]([CH:23]2[C:32]3[C:31](=[O:33])[CH2:30][CH:29]([CH2:34][CH2:35][CH3:36])[CH2:28][C:27]=3[NH:26][C:25]([CH3:37])=[C:24]2[C:38]#[N:39])[CH:5]=[C:6]([O:19][CH:20]([CH3:22])[CH3:21])[C:7]=1[OH:8]. Reported procedure: To a solution of the product isolated in step c (750 mg) and acetic acid (1.5 ml) in THF (50 ml) was added zinc dust (1.5 g) under vigorous stirring. The mixture was stirred for 2 h and then filtered. The mixture was diluted with EtOAc and washed with sat. aq. NaHCO3. The organic layer was dried (MgSO4), filtered and concentrated in vacuo. Starting materials: O=C(Cl)Cl, Nc1ccncc1, CCc1c(C)n(C)c2ccc(N)cc12. Product: Cl, CCc1c(C)n(C)c2ccc(NC(=O)Nc3ccncc3)cc12. As a reaction SMILES: [Cl:15][C:16]([Cl:17])=[O:18].[NH2:19][c:20]1[cH:21][cH:22][n:23][cH:24][cH:25]1.[NH2:1][c:2]1[cH:3][c:4]2[c:5]([CH2:13][CH3:14])[c:6]([CH3:12])[n:7]([CH3:11])[c:8]2[cH:9][cH:10]1>>[ClH:15].[NH:1]([c:2]1[cH:3][c:4]2[c:5]([CH2:13][CH3:14])[c:6]([CH3:12])[n:7]([CH3:11])[c:8]2[cH:9][cH:10]1)[C:16](=[O:18])[NH:19][c:20]1[cH:21][cH:22][n:23][cH:24][cH:25]1. Starting materials: CC(C)(C)[N+](=O)[O-], CC(=O)O, CCO, O=Cc1ccc(F)cc1, [Zn]. Product: CC(C)(C)[N+]([O-])=Cc1ccc(F)cc1. RXN SMILES: [CH3:10][C:11]([CH3:12])([CH3:13])[N+:14](=[O:15])[O-:16].[CH3:17][C:18](=[O:19])[OH:20].[CH3:21][CH2:22][OH:23].[F:1][c:2]1[cH:3][cH:4][c:5]([CH:6]=[O:7])[cH:8][cH:9]1.[Zn:24]>>[F:1][c:2]1[cH:3][cH:4][c:5]([CH:6]=[N+:14]([C:11]([CH3:10])([CH3:12])[CH3:13])[O-:15])[cH:8][cH:9]1.